Dataset: the Open Reaction Database (ORD), a public repository of structured organic reaction records. Task: describe an organic reaction: reactants, conditions, products, and yield Reactants: N#CCC(=O)NC1CCCCC1, CC(=O)OC(C)=O, CCOC(OCC)OCC. Product: CCOC=C(C#N)C(=O)NC1CCCCC1. As a reaction SMILES: [C:1](#[N:2])[CH2:3][C:4](=[O:5])[NH:6][CH:7]1[CH2:8][CH2:9][CH2:10][CH2:11][CH2:12]1.[CH3:23][C:24]([O:25][C:26](=[O:27])[CH3:28])=[O:29].[CH:13]([O:14][CH2:15][CH3:16])([O:17][CH2:18][CH3:19])[O:20][CH2:21][CH3:22]>>[C:1](#[N:2])[C:3]([C:4](=[O:5])[NH:6][CH:7]1[CH2:8][CH2:9][CH2:10][CH2:11][CH2:12]1)=[CH:13][O:14][CH2:15][CH3:16]. Starting materials: S(=O)(Cl)Cl (Thionyl chloride), ClC1=C(C=C(C=C1)SC1=C(CO)C=CC=C1)OC (2-(4-chloro-3-methoxyphenylthio)benzyl alcohol), N1=CC=CC=C1 (pyridine). Solvent: O (water). Conditions: time 3 hour. Yields the product ClC1=C(C=C(C=C1)SC1=C(CCl)C=CC=C1)OC (2-(4-chloro-3-methoxyphenylthio)benzyl chloride). The yield is 85.0%. As a reaction SMILES: S(Cl)([Cl:3])=O.[Cl:5][C:6]1[CH:11]=[CH:10][C:9]([S:12][C:13]2[CH:20]=[CH:19][CH:18]=[CH:17][C:14]=2[CH2:15]O)=[CH:8][C:7]=1[O:21][CH3:22].N1C=CC=CC=1>O>[Cl:5][C:6]1[CH:11]=[CH:10][C:9]([S:12][C:13]2[CH:20]=[CH:19][CH:18]=[CH:17][C:14]=2[CH2:15][Cl:3])=[CH:8][C:7]=1[O:21][CH3:22]. Procedure: Thionyl chloride (6.5 g) is added dropwise to a stirred mixture of the alcohol from the preceding preparation (11.2 g) and pyridine (4.0 g) at 10°-20° C. The mixture is stirred at room temperature for 3 hours and, after standing overnight, for one additional hour at 30°-40° C. The cooled mixture is decomposed by dropwise addition of water (20 ml) and the product extracted with benzene. The work-up of the extract, followed by crystallization of the crude residue from a small volume of hexane, yie...